The task is: describe an organic reaction: reactants, conditions, products, and yield. This data is from the Open Reaction Database (ORD), a public repository of structured organic reaction records. Starting materials: CC=1NC(=C(C(C1C1=NC(=NO1)CS(=O)CC1=CC=CC=C1)C1=CC(=CC=C1)[N+](=O)[O-])C(=O)OC)C (methyl 1,4-dihydro-2,6-dimethyl-3-(3-benzylsulfinylmethyl-1,2,4-oxadiazol-5-yl)-4-(3-nitrophenyl)pyridine-5-carboxylate), ClC=1C=C(C(=O)OO)C=CC1 (m-chloroperoxybenzoic acid). Solvent: C(Cl)(Cl)Cl (chloroform). Reaction conditions: time 8 hour. Product: CC=1NC(=C(C(C1C1=NC(=NO1)CS(=O)(=O)CC1=CC=CC=C1)C1=CC(=CC=C1)[N+](=O)[O-])C(=O)OC)C (methyl 1,4-dihydro-2,6-dimethyl-3-(3-benzylsulfonylmethyl-1,2,4-oxadiazol-5-yl)-4-(3-nitrophenyl)pyridine-5-carboxylate). The yield is 31.7%. Reaction SMILES: [CH3:1][C:2]1[NH:3][C:4]([CH3:36])=[C:5]([C:32]([O:34][CH3:35])=[O:33])[CH:6]([C:23]2[CH:28]=[CH:27][CH:26]=[C:25]([N+:29]([O-:31])=[O:30])[CH:24]=2)[C:7]=1[C:8]1[O:12][N:11]=[C:10]([CH2:13][S:14]([CH2:16][C:17]2[CH:22]=[CH:21][CH:20]=[CH:19][CH:18]=2)=[O:15])[N:9]=1.ClC1C=C(C=CC=1)C(OO)=[O:42]>C(Cl)(Cl)Cl>[CH3:1][C:2]1[NH:3][C:4]([CH3:36])=[C:5]([C:32]([O:34][CH3:35])=[O:33])[CH:6]([C:23]2[CH:28]=[CH:27][CH:26]=[C:25]([N+:29]([O-:31])=[O:30])[CH:24]=2)[C:7]=1[C:8]1[O:12][N:11]=[C:10]([CH2:13][S:14]([CH2:16][C:17]2[CH:22]=[CH:21][CH:20]=[CH:19][CH:18]=2)(=[O:42])=[O:15])[N:9]=1. Procedure details: To a solution of 550 mg of methyl 1,4-dihydro-2,6-dimethyl-3-(3-benzylsulfinylmethyl-1,2,4-oxadiazol-5-yl)-4-(3-nitrophenyl)pyridine-5-carboxylate in 30 ml of chloroform was added 520 mg of m-chloroperoxybenzoic acid. After stirring at room temperature for 8 hours, the mixture was treated in the same manner as described in Example 117 to give 180 mg of methyl 1,4-dihydro-2,6-dimethyl-3-(3-benzylsulfonylmethyl-1,2,4-oxadiazol-5-yl)-4-(3-nitrophenyl)pyridine-5-carboxylate, m.p. 227° C. The reactants are C1CCOC1, [Li]CCCC, COC(=O)N1CCC(=O)N(C)C1C(C)(C)C, CC(C)NC(C)C, CCC(CI)Cc1ccc(F)cc1F. The product is CCC(Cc1ccc(F)cc1F)CC1CN(C(=O)OC)C(C(C)(C)C)N(C)C1=O. As a reaction SMILES: [CH2:43]1[O:44][CH2:45][CH2:46][CH2:47]1.[CH2:8]([Li:9])[CH2:10][CH2:11][CH3:12].[CH3:13][O:14][C:15](=[O:16])[N:17]1[CH:18]([C:25]([CH3:26])([CH3:27])[CH3:28])[N:19]([CH3:24])[C:20](=[O:23])[CH2:21][CH2:22]1.[CH:1]([NH:2][CH:3]([CH3:4])[CH3:5])([CH3:6])[CH3:7].[F:29][c:30]1[c:31]([CH2:37][CH:38]([CH2:39][CH3:40])[CH2:41][I:42])[cH:32][cH:33][c:34]([F:36])[cH:35]1>>[CH3:13][O:14][C:15](=[O:16])[N:17]1[CH:18]([C:25]([CH3:26])([CH3:27])[CH3:28])[N:19]([CH3:24])[C:20](=[O:23])[CH:21]([CH2:41][CH:38]([CH2:37][c:31]2[c:30]([F:29])[cH:35][c:34]([F:36])[cH:33][cH:32]2)[CH2:39][CH3:40])[CH2:22]1. Reported procedure: A solution of 80 mg (0.25 mmol) of 9-benzyl-4-carbamoyl-5-hydroxy-1,2,3,4-tetrahydrocarbazole in 2.5 mL of DMF was treated with 61 mg (0.30 mmol) of Cs2CO3 followed by 26 mg (0.30 mmol) of methyl bromoacetate. The mixture was stirred at room temperature until tlc indicated complete consumption of starting material (2 hours). The reaction was diluted with H2O (10 mL) and was extracted with EtOAc (3×10 mL). The combined organic layers were washed with H2O (3×20 mL), dried over Na2SO4, filtered, an... Yields the product C(C1=CC=CC=C1)N1C2=CC=CC(=C2C=2C(CCCC12)C(N)=O)OCC(=O)OC ([9-benzyl-4-carbamoyl-1,2,3,4-tetrahydrocarbazole-5-yl]oxyacetic acid, methyl ester). The yield is 52.0%. Solvent: CN(C)C=O (DMF). As a reaction SMILES: [CH2:1]([N:8]1[C:20]2[CH2:19][CH2:18][CH2:17][CH:16]([C:21](=[O:23])[NH2:22])[C:15]=2[C:14]2[C:9]1=[CH:10][CH:11]=[CH:12][C:13]=2[OH:24])[C:2]1[CH:7]=[CH:6][CH:5]=[CH:4][CH:3]=1.C([O-])([O-])=O.[Cs+].[Cs+].Br[CH2:32][C:33]([O:35][CH3:36])=[O:34]>CN(C=O)C>[CH2:1]([N:8]1[C:20]2[CH2:19][CH2:18][CH2:17][CH:16]([C:21](=[O:23])[NH2:22])[C:15]=2[C:14]2[C:9]1=[CH:10][CH:11]=[CH:12][C:13]=2[O:24][CH2:32][C:33]([O:35][CH3:36])=[O:34])[C:2]1[CH:3]=[CH:4][CH:5]=[CH:6][CH:7]=1 |f:1.2.3|. The reactants are C(C1=CC=CC=C1)N1C2=CC=CC(=C2C=2C(CCCC12)C(N)=O)O (9-benzyl-4-carbamoyl-5-hydroxy-1,2,3,4-tetrahydrocarbazole), C(=O)([O-])[O-].[Cs+].[Cs+] (Cs2CO3), BrCC(=O)OC (methyl bromoacetate).